Dataset: the Open Reaction Database (ORD), a public repository of structured organic reaction records. Task: describe an organic reaction: reactants, conditions, products, and yield The reactants are C(C)OCCO (2-ethoxyethanol), N(=NC(=O)OCC)C(=O)OCC (Diethyl azodicarboxylate), ClC1=CC(=C(NC2=NC=NC3=CC(=C(C=C23)OC)O)C=C1)F (4-(4-chloro-2-fluoroanilino)-7-hydroxy-6-methoxyquinazoline), C1(=CC=CC=C1)P(C1=CC=CC=C1)C1=CC=CC=C1 (triphenylphosphine). The solvent is C(Cl)Cl (methylene chloride). Run at temperature 0 celsius, time 18 hour. Yields the product Cl.ClC1=CC(=C(NC2=NC=NC3=CC(=C(C=C23)OC)OCCOCC)C=C1)F (4-(4-chloro-2-fluoroanilino)-6-methoxy-7-(2-ethoxyethoxy)quinazoline hydrochloride). Yield: 56.0%. As a reaction SMILES: N(C(OCC)=O)=NC(OCC)=O.[Cl:13][C:14]1[CH:33]=[CH:32][C:17]([NH:18][C:19]2[C:28]3[C:23](=[CH:24][C:25]([OH:31])=[C:26]([O:29][CH3:30])[CH:27]=3)[N:22]=[CH:21][N:20]=2)=[C:16]([F:34])[CH:15]=1.C1(P(C2C=CC=CC=2)C2C=CC=CC=2)C=CC=CC=1.[CH2:54]([O:56][CH2:57][CH2:58]O)[CH3:55]>C(Cl)Cl>[ClH:13].[Cl:13][C:14]1[CH:33]=[CH:32][C:17]([NH:18][C:19]2[C:28]3[C:23](=[CH:24][C:25]([O:31][CH2:55][CH2:54][O:56][CH2:57][CH3:58])=[C:26]([O:29][CH3:30])[CH:27]=3)[N:22]=[CH:21][N:20]=2)=[C:16]([F:34])[CH:15]=1 |f:5.6|. Procedure: Diethyl azodicarboxylate (123 μl, 0.88 mmol) was added portionwise to a mixture of 4-(4-chloro-2-fluoroanilino)-7-hydroxy-6-methoxyquinazoline (250 mg, 0.8 mmol), (prepared as described for the starting material in Example 4), triphenylphosphine (228 mg, 0.96 mmol) and 2-ethoxyethanol (71 μl, 0.8 mmol) in methylene chloride (20 ml) cooled at 0° C. The mixture was then allowed to warm to ambient temperature and stirred for 18 hours. The resulting precipitate was removed by filtration and the solv... Starting materials: CC1=CC=C(O1)[C@@H](C1(COC1)C)N (C—(R)-(5-methylfuran-2-yl)-C-(3-methyloxetan-3-yl)methylamine), C(C)OC1=C(C(C1=O)=O)NC=1C(=C(C(=O)N(C)C)C=CC1)O (3-(2-ethoxy-3,4-dioxocyclobut-1-enylamino)-2-hydroxy-N,N-dimethylbenzamide). The solvent is CO (methanol). Conditions: temperature 50 celsius. Product: OC1=C(C(=O)N(C)C)C=CC=C1NC1=C(C(C1=O)=O)N[C@H](C1(COC1)C)C=1OC(=CC1)C (2-hydroxy-N,N-dimethyl-3-(2-{[(R)-(5-methylfuran-2-yl)-(3-methyloxetan-3-yl)methyl]amino}-3,4-dioxocyclobut-1-enylamino)benzamide). Yield: 59.0%. As a reaction SMILES: [CH3:1][C:2]1[O:6][C:5]([C@H:7]([NH2:13])[C:8]2([CH3:12])[CH2:11][O:10][CH2:9]2)=[CH:4][CH:3]=1.C([O:16][C:17]1[C:20](=[O:21])[C:19](=O)[C:18]=1[NH:23][C:24]1[C:25]([OH:35])=[C:26]([CH:32]=[CH:33][CH:34]=1)[C:27]([N:29]([CH3:31])[CH3:30])=[O:28])C>CO>[OH:35][C:25]1[C:24]([NH:23][C:18]2[C:17](=[O:16])[C:20](=[O:21])[C:19]=2[NH:13][C@@H:7]([C:5]2[O:6][C:2]([CH3:1])=[CH:3][CH:4]=2)[C:8]2([CH3:12])[CH2:9][O:10][CH2:11]2)=[CH:34][CH:33]=[CH:32][C:26]=1[C:27]([N:29]([CH3:31])[CH3:30])=[O:28]. Reported procedure: 471 mg (2.6 mmol, 1.3 eq) of C—(R)-(5-methylfuran-2-yl)-C-(3-methyloxetan-3-yl)methylamine were added to 609 mg (2.0 mmol, 1 eq) of 3-(2-ethoxy-3,4-dioxocyclobut-1-enylamino)-2-hydroxy-N,N-dimethylbenzamide dissolved under hot conditions in 40 ml of methanol. The reaction medium was heated at 50° C. for 17 hours. The methanol was evaporated off and the residue (green oil) was chromatographed on silica gel (column puriFlash IR-50SI-80G, Spot II) eluted with dichloromethane/methanol (97/3). The am... Starting materials: CCCCC(O)c1sc(-c2ccc(C(F)(F)F)cc2)nc1C, ClCCl. The product is CCCCC(=O)c1sc(-c2ccc(C(F)(F)F)cc2)nc1C. RXN SMILES: [CH3:1][c:2]1[n:3][c:4](-[c:13]2[cH:14][cH:15][c:16]([C:19]([F:20])([F:21])[F:22])[cH:17][cH:18]2)[s:5][c:6]1[CH:7]([CH2:8][CH2:9][CH2:10][CH3:11])[OH:12].[Cl:23][CH2:24][Cl:25]>>[CH3:1][c:2]1[n:3][c:4](-[c:13]2[cH:14][cH:15][c:16]([C:19]([F:20])([F:21])[F:22])[cH:17][cH:18]2)[s:5][c:6]1[C:7]([CH2:8][CH2:9][CH2:10][CH3:11])=[O:12]. Reactants: C(C)(C)(C)OC(N(C)CCN1C(=NC2=C1C=CC(=C2)C(NCCOCCO)=O)NC=2SC1=C(N2)C=CC(=C1)Cl)=O ((2-{2-(6-chloro-benzothiazol-2-ylamino)-5-[2-(2-hydroxy-ethoxy)-ethylcarbamoyl]-benzoimidazol-1-yl}-ethyl)-methyl-carbamic acid tert-butyl ester). Run in Cl (HCl), O1CCOCC1 (dioxane). Product: Cl.Cl.OCCOCCNC(=O)C1=CC2=C(N(C(=N2)NC=2SC3=C(N2)C=CC(=C3)Cl)CCNC)C=C1 (2-(6-Chloro-benzothiazol-2-ylamino)-1-(2-methylamino-ethyl)-1H-benzoimidazole-5-carboxylic acid [2-(2-hydroxy-ethoxy)-ethyl]-amide dihydrochloride). Isolated yield 258.5%. As a reaction SMILES: C(O[C:6](=O)[N:7]([CH2:9][CH2:10][N:11]1[C:15]2[CH:16]=[CH:17][C:18]([C:20](=[O:28])[NH:21][CH2:22][CH2:23][O:24][CH2:25][CH2:26][OH:27])=[CH:19][C:14]=2[N:13]=[C:12]1[NH:29][C:30]1[S:31][C:32]2[CH:38]=[C:37]([Cl:39])[CH:36]=[CH:35][C:33]=2[N:34]=1)C)(C)(C)C>Cl.O1CCOCC1>[ClH:39].[ClH:39].[OH:27][CH2:26][CH2:25][O:24][CH2:23][CH2:22][NH:21][C:20]([C:18]1[CH:17]=[CH:16][C:15]2[N:11]([CH2:10][CH2:9][NH:7][CH3:6])[C:12]([NH:29][C:30]3[S:31][C:32]4[CH:38]=[C:37]([Cl:39])[CH:36]=[CH:35][C:33]=4[N:34]=3)=[N:13][C:14]=2[CH:19]=1)=[O:28] |f:3.4.5|. Procedure details: 2-(6-Chloro-benzothiazol-2-ylamino)-1-(2-methylamino-ethyl)-1H-benzoimidazole-5-carboxylic acid [2-(2-hydroxy-ethoxy)-ethyl]-amide dihydrochloride (60 mg) was prepared by following General Procedure L starting from (2-{2-(6-chloro-benzothiazol-2-ylamino)-5-[2-(2-hydroxy-ethoxy)-ethylcarbamoyl]-benzoimidazol-1-yl}-ethyl)-methyl-carbamic acid tert-butyl ester (73 mg) in 4M HCl in dioxane (1 mL). LC/MS: m/z 488.5. Starting materials: C1CC(CCC12CCCCC2)=O (spiro[5.5]undecan-3-one), S(=O)(=O)(C1=CC=C(C)C=C1)C[N+]#[C-] (tosylmethylisocyanide), CCO (EtOH), CC(C)(C)[O-].[K+] (KOtBu). The solvent is COCCOC (DME). Reaction SMILES: [CH2:1]1[C:6]2([CH2:11][CH2:10][CH2:9][CH2:8][CH2:7]2)[CH2:5][CH2:4][C:3](=O)[CH2:2]1.S([CH2:23][N+:24]#[C-])(C1C=CC(C)=CC=1)(=O)=O.CCO.CC([O-])(C)C.[K+]>COCCOC>[CH2:1]1[C:6]2([CH2:11][CH2:10][CH2:9][CH2:8][CH2:7]2)[CH2:5][CH2:4][CH:3]([C:23]#[N:24])[CH2:2]1 |f:3.4|. Procedure details: To a solution of spiro[5.5]undecan-3-one (1.66 g, 10 mmol) and tosylmethylisocyanide (2.54 g, 13 mmol) in DME (50 ml) and abs. EtOH (1 ml) was added KOtBu (2.69 g, 24 mmol) portionwise during 0.5 hr at −10° C. After addition, the reaction mixture was stirred at 0° C. for 1 hr then 2 hr at ambient temperature. Solvent was removed in vacuo and the resulting residue was extracted with diethyl ether (50 ml×3) and the combined organic layer was washed with water (50 ml×3). The organic layer was dried... The product is C1CC(CCC12CCCCC2)C#N (Spiro[5.5]undecane-3-carbonitrile). Conditions: temperature 0 celsius, time 1 hour. Yield: 72.2%. Starting materials: COc1nc(Cl)nc(OC)n1, ClCCl, O=C(Nc1ccc(Cl)c(C(=O)O)c1)c1cccc(C(F)(F)F)c1, Nc1cnc(N)nc1. Product: Nc1ncc(NC(=O)c2cc(NC(=O)c3cccc(C(F)(F)F)c3)ccc2Cl)cn1. Reaction SMILES: [Cl:24][c:25]1[n:26][c:27]([O:28][CH3:29])[n:30][c:31]([O:32][CH3:33])[n:34]1.[Cl:43][CH2:44][Cl:45].[F:1][C:2]([c:3]1[cH:4][c:5]([C:6](=[O:7])[NH:8][c:9]2[cH:10][cH:11][c:12]([Cl:18])[c:13]([C:14](=[O:15])[OH:16])[cH:17]2)[cH:19][cH:20][cH:21]1)([F:22])[F:23].[NH2:35][c:36]1[n:37][cH:38][c:39]([NH2:42])[cH:40][n:41]1>>[F:1][C:2]([c:3]1[cH:4][c:5]([C:6](=[O:7])[NH:8][c:9]2[cH:10][cH:11][c:12]([Cl:18])[c:13]([C:14](=[O:15])[NH:42][c:39]3[cH:38][n:37][c:36]([NH2:35])[n:41][cH:40]3)[cH:17]2)[cH:19][cH:20][cH:21]1)([F:22])[F:23]. Reactants: C(C=C)[Mg]Br (allylmagnesium bromide), BrC1=C(C=O)C=CC=C1 (2-bromobenzaldehyde). Run in C1CCOC1 (THF), C1CCOC1 (THF). Conditions: time 17 hour. Product: BrC1=C(C=CC=C1)C(C=C)O (1-(2-bromophenyl)prop-2-en-1-ol). The yield is 91.3%. Reaction SMILES: [CH2:1]([Mg]Br)[CH:2]=C.[Br:6][C:7]1[CH:14]=[CH:13][CH:12]=[CH:11][C:8]=1[CH:9]=[O:10]>C1COCC1>[Br:6][C:7]1[CH:14]=[CH:13][CH:12]=[CH:11][C:8]=1[CH:9]([OH:10])[CH:1]=[CH2:2]. Procedure: To a solution of allylmagnesium bromide (108 mL, 108 mmol, 2.0 eq) in THF was added a solution of 2-bromobenzaldehyde (10 g, 54 mmol, 1.0 eq) in THF (20 mL) dropwise at −18° C. The mixture was allowed to reach room temperature for 17 h, then, quenched with saturated NH4Cl aqueous. The mixture was partitioned between brine and ethyl acetate. The organic layer was washed with brine, dried over Na2SO4, filtered and concentrated. The residue was purified by column chromatography to provide 1-(2-brom... Reactants: ClC1=CC(=NC2=CC=CC=C12)C1=CC=C(C=C1)OC (4-chloro-2-(4-methoxy-phenyl)-quinoline), CNCCO (2-(Methylamino)-ethanol). The product is Cl.COC1=CC=C(C=C1)C1=NC2=CC=CC=C2C(=C1)N(CCO)C (2-{[2-(4-Methoxy-phenyl)-quinolin-4-yl]-methyl-amino}-ethanol hydrochloride). Reported procedure: The title compound, m.p. 201-204° C., and MS: m/e=309.2 (M+H+), was prepared from 4-chloro-2-(4-methoxy-phenyl)-quinoline and 2-(Methylamino)-ethanol. Reaction SMILES: [Cl:1][C:2]1[C:11]2[C:6](=[CH:7][CH:8]=[CH:9][CH:10]=2)[N:5]=[C:4]([C:12]2[CH:17]=[CH:16][C:15]([O:18][CH3:19])=[CH:14][CH:13]=2)[CH:3]=1.[CH3:20][NH:21][CH2:22][CH2:23][OH:24]>>[ClH:1].[CH3:19][O:18][C:15]1[CH:16]=[CH:17][C:12]([C:4]2[CH:3]=[C:2]([N:21]([CH3:20])[CH2:22][CH2:23][OH:24])[C:11]3[C:6](=[CH:7][CH:8]=[CH:9][CH:10]=3)[N:5]=2)=[CH:13][CH:14]=1 |f:2.3|.